describe an organic reaction: reactants, conditions, products, and yield From a dataset of the Open Reaction Database (ORD), a public repository of structured organic reaction records. The reactants are C(C)NC(CN1CC2=C(CC1)C1=C(OC2=O)C=C(C=C1)OC)C (3-[2-(ethylamino)propyl]-1,2,3,4-tetrahydro-8-methoxy-5H-[1]benzopyrano[3,4-c]pyridin-5-one), [BH4-].[Na+] (sodium borohydride), C(C)(=O)O (acetic acid). The product is C(C)N(C(CN1CC2=C(CC1)C1=C(OC2=O)C=C(C=C1)OC)C)CC (3-[2-(Diethylamino)propyl]-1,2,3,4-tetrahydro-8-methoxy-5H-[1]benzopyrano[3,4-c]pyridin-5-one). As a reaction SMILES: [CH2:1]([NH:3][CH:4]([CH3:23])[CH2:5][N:6]1[CH2:11][CH2:10][C:9]2[C:12]3[CH:20]=[CH:19][C:18]([O:21][CH3:22])=[CH:17][C:13]=3[O:14][C:15](=[O:16])[C:8]=2[CH2:7]1)[CH3:2].[BH4-].[Na+].[C:26](O)(=O)[CH3:27]>>[CH2:1]([N:3]([CH2:26][CH3:27])[CH:4]([CH3:23])[CH2:5][N:6]1[CH2:11][CH2:10][C:9]2[C:12]3[CH:20]=[CH:19][C:18]([O:21][CH3:22])=[CH:17][C:13]=3[O:14][C:15](=[O:16])[C:8]=2[CH2:7]1)[CH3:2] |f:1.2|. Reported procedure: Prepared by the method described for Example 59 from 3-[2-(ethylamino)propyl]-1,2,3,4-tetrahydro-8-methoxy-5H-[1]benzopyrano[3,4-c]pyridin-5-one (3.0 g, 0.009 moles), glacial acetic acid (20 ml), and sodium borohydride (2.5 g, 0.066 moles). The free base is obtained crystalline. Recrystallization from isopropyl ether gave the product (1.9 g), mp 83°-85° C. The reactants are OCCC1C(OCC1)=O (3-(2'-hydroxyethyl)-dihydro-2(3H)furanone), CO (methanol). Run in O (water). Run at time 60 hour. Yields the product O1CCC(CC1)C(=O)OC (methyl tetrahydropyran-4-carboxylate). As a reaction SMILES: [OH:1][CH2:2][CH2:3][CH:4]1[CH2:8][CH2:7][O:6][C:5]1=[O:9].[CH3:10]O>O>[O:1]1[CH2:2][CH2:3][CH:4]([C:5]([O:6][CH3:10])=[O:9])[CH2:8][CH2:7]1. Procedure: A solution consisting of 45 wt % of 3-(2'-hydroxyethyl)-dihydro-2(3H)furanone, 45 wt % of methanol, and 10 wt % of water, was evaporated at a rate of 25 g per hour and the vapors were passed over 90 g of aluminum oxide catalyst (diameter 1.5 ram) in a tubular reactor at a temperature of 250° C. The gaseous effluent was condensed in cold traps and analyzed by gas chromatography. The experiment was carried out for a period of 60 h and the total amount of starting material used was 1500 g. 57 mol %... Reactants: NC=1C=C(C=CC1OC)C=1OC2=C(N1)C=CC=C2 (2-(3-amino-4-methoxyphenyl)benzoxazole), C1=CC2=C(C=C1C(=O)O)C(=O)OC2=O (1,2,4-benzenetricarboxylic anhydride). The product is COC1=C(C=C(C=C1)C=1OC2=C(N1)C=CC=C2)N2C(C1=CC=C(C=C1C2=O)C(=O)O)=O (2-[2-Methoxy-5-(benzoxazol-2-yl)phenyl]-2,3-dihydro-1,3-dioxo-1H-isoindole-5-carboxylic acid). Reaction SMILES: [NH2:1][C:2]1[CH:3]=[C:4]([C:10]2[O:11][C:12]3[CH:18]=[CH:17][CH:16]=[CH:15][C:13]=3[N:14]=2)[CH:5]=[CH:6][C:7]=1[O:8][CH3:9].[CH:19]1[C:24]([C:25]([OH:27])=[O:26])=[CH:23][C:22]2[C:28]([O:30][C:31](=O)[C:21]=2[CH:20]=1)=[O:29]>>[CH3:9][O:8][C:7]1[CH:6]=[CH:5][C:4]([C:10]2[O:11][C:12]3[CH:18]=[CH:17][CH:16]=[CH:15][C:13]=3[N:14]=2)=[CH:3][C:2]=1[N:1]1[C:28](=[O:29])[C:22]2[C:21](=[CH:20][CH:19]=[C:24]([C:25]([OH:27])=[O:26])[CH:23]=2)[C:31]1=[O:30]. Reported procedure: Prepared by the method of Example 1b), from 2-(3-amino-4-methoxyphenyl)benzoxazole (55 mg, 0.23 mmol) and 1,2,4-benzenetricarboxylic anhydride (50 mg, 0.26 mmol) the title compound was obtained, 64 mg (67%). 1H NMR (DMSO) δ 8.45(dd, 1H), 8.32(m, 3H), 8.12(d, 1H), 7.78(m, 2H), 7.49(d, 1H), 7.41(m, 2H), 3.88(s, 3H). MS 413 m/z (M−H)−. Product: CC(C)(C)[Si](C)(C)OCCC#Cc1cccc(N)c1. RXN SMILES: [Br:13][c:14]1[cH:15][c:16]([NH2:17])[cH:18][cH:19][cH:20]1.[C:1]([CH3:2])([CH3:3])([CH3:4])[Si:5]([O:6][CH2:7][CH2:8][C:9]#[CH:10])([CH3:11])[CH3:12].[CH2:22]([NH2:23])[CH2:24][CH2:25][CH3:26].[SiH3:21].[cH:27]1[cH:28][cH:29][c:30]([P:31]([Pd:32]([P:33]([c:34]2[cH:35][cH:36][cH:37][cH:38][cH:39]2)([c:40]2[cH:41][cH:42][cH:43][cH:44][cH:45]2)[c:46]2[cH:47][cH:48][cH:49][cH:50][cH:51]2)([P:52]([c:53]2[cH:54][cH:55][cH:56][cH:57][cH:58]2)([c:59]2[cH:60][cH:61][cH:62][cH:63][cH:64]2)[c:65]2[cH:66][cH:67][cH:68][cH:69][cH:70]2)[P:71]([c:72]2[cH:73][cH:74][cH:75][cH:76][cH:77]2)([c:78]2[cH:79][cH:80][cH:81][cH:82][cH:83]2)[c:84]2[cH:85][cH:86][cH:87][cH:88][cH:89]2)([c:90]2[cH:91][cH:92][cH:93][cH:94][cH:95]2)[c:96]2[cH:97][cH:98][cH:99][cH:100][cH:101]2)[cH:102][cH:103]1>>[C:1]([CH3:2])([CH3:3])([CH3:4])[Si:5]([O:6][CH2:7][CH2:8][C:9]#[C:10][c:14]1[cH:15][c:16]([NH2:17])[cH:18][cH:19][cH:20]1)([CH3:11])[CH3:12]. Starting materials: Nc1cccc(Br)c1, C#CCCO[Si](C)(C)C(C)(C)C, CCCCN, [SiH3], c1ccc(P(c2ccccc2)(c2ccccc2)[Pd](P(c2ccccc2)(c2ccccc2)c2ccccc2)(P(c2ccccc2)(c2ccccc2)c2ccccc2)P(c2ccccc2)(c2ccccc2)c2ccccc2)cc1. The reactants are ClC1=NC(=C(C2=CC(=CC=C12)OC(C)C)O)C(=O)O (1-chloro-4-hydroxy-6-isopropoxy-isoquinoline-3-carboxylic acid), C(C)OC(CNCC(=O)OCC)=O ((ethoxycarbonylmethyl-amino)-acetic acid ethyl ester). The product is C(=O)(O)CN(C(=O)C=1N=C(C2=CC=C(C=C2C1O)OC(C)C)Cl)CC(=O)O ([Carboxymethyl-(1-chloro-4-hydroxy-6-isopropoxy-isoquinoline-3-carbonyl)-amino]-acetic acid). As a reaction SMILES: [Cl:1][C:2]1[C:11]2[C:6](=[CH:7][C:8]([O:12][CH:13]([CH3:15])[CH3:14])=[CH:9][CH:10]=2)[C:5]([OH:16])=[C:4]([C:17]([OH:19])=O)[N:3]=1.C([O:22][C:23](=[O:32])[CH2:24][NH:25][CH2:26][C:27]([O:29]CC)=[O:28])C>>[C:23]([CH2:24][N:25]([CH2:26][C:27]([OH:29])=[O:28])[C:17]([C:4]1[N:3]=[C:2]([Cl:1])[C:11]2[C:6]([C:5]=1[OH:16])=[CH:7][C:8]([O:12][CH:13]([CH3:14])[CH3:15])=[CH:9][CH:10]=2)=[O:19])([OH:32])=[O:22]. Procedure details: Prepared from 1-chloro-4-hydroxy-6-isopropoxy-isoquinoline-3-carboxylic acid and (ethoxycarbonylmethyl-amino)-acetic acid ethyl ester analogously to Example D-49 MS-(+)-ion: 397.0 amu. The reactants are COC(=O)C1NCC2=CC(=C(C=C2C1)OC)OC (6,7-dimethoxy-1,2,3,4-tetrahydro-isoquinoline-3-carboxylic acid methyl ester). Reagents/catalysts: O=[Mn]=O (MnO2). Solvent: C1(=CC=CC=C1)C.O1CCOCC1.C1CCOC1 (toluene dioxane THF). Product: COC(=O)C=1N=CC2=CC(=C(C=C2C1)OC)OC (6,7-dimethoxy-isoquinoline-3-carboxylic acid methyl ester). Yield: 25.9%. Reaction SMILES: [CH3:1][O:2][C:3]([CH:5]1[CH2:14][C:13]2[C:8](=[CH:9][C:10]([O:17][CH3:18])=[C:11]([O:15][CH3:16])[CH:12]=2)[CH2:7][NH:6]1)=[O:4]>C1(C)C=CC=CC=1.O1CCOCC1.C1COCC1.O=[Mn]=O>[CH3:1][O:2][C:3]([C:5]1[N:6]=[CH:7][C:8]2[C:13]([CH:14]=1)=[CH:12][C:11]([O:15][CH3:16])=[C:10]([O:17][CH3:18])[CH:9]=2)=[O:4] |f:1.2.3|. Procedure: 1.8 g (6.26 mmol) of 6,7-dimethoxy-1,2,3,4-tetrahydro-isoquinoline-3-carboxylic acid methyl ester and 3.3 g (37.6 mmol) of MnO2 in toluene/dioxane/THF was heated under reflux overnight. After gravity filtration, the hot filtrate was evaporated to produce 0.4 g (1.62 mmol, 26%) of 6,7-dimethoxy-isoquinoline-3-carboxylic acid methyl ester. LCMS: 248 (M+1)+.